describe an organic reaction: reactants, conditions, products, and yield From a dataset of the Open Reaction Database (ORD), a public repository of structured organic reaction records. Reaction SMILES: [CH2:1]([CH3:2])[O:3][C:4]([C:5]([CH2:6][c:7]1[cH:8][c:9]([O:13][CH2:14][CH2:15][CH:16]2[N:17]([CH3:33])[C:18](=[O:32])[N:19]([CH2:21][c:22]3[cH:23][cH:24][c:25]([C:28]([F:29])([F:30])[F:31])[cH:26][cH:27]3)[CH2:20]2)[cH:10][cH:11][cH:12]1)([O:34][c:35]1[cH:36][cH:37][cH:38][cH:39][cH:40]1)[CH3:41])=[O:42].[CH3:46][OH:47].[ClH:45].[Na+:44].[OH-:43]>>[O:3]=[C:4]([C:5]([CH2:6][c:7]1[cH:8][c:9]([O:13][CH2:14][CH2:15][CH:16]2[N:17]([CH3:33])[C:18](=[O:32])[N:19]([CH2:21][c:22]3[cH:23][cH:24][c:25]([C:28]([F:29])([F:30])[F:31])[cH:26][cH:27]3)[CH2:20]2)[cH:10][cH:11][cH:12]1)([O:34][c:35]1[cH:36][cH:37][cH:38][cH:39][cH:40]1)[CH3:41])[OH:42]. The reactants are CCOC(=O)C(C)(Cc1cccc(OCCC2CN(Cc3ccc(C(F)(F)F)cc3)C(=O)N2C)c1)Oc1ccccc1, CO, Cl, [Na+], [OH-]. Product: CN1C(=O)N(Cc2ccc(C(F)(F)F)cc2)CC1CCOc1cccc(CC(C)(Oc2ccccc2)C(=O)O)c1.